This data is from the Open Reaction Database (ORD), a public repository of structured organic reaction records. The task is: describe an organic reaction: reactants, conditions, products, and yield Reactants: O=C([O-])[O-], CCCN(CCOS(C)(=O)=O)C(=O)OC(C)(C)C, CCOC(=O)COc1ccc(S)cc1C, [Cs+], [Cs+], N#N, CN(C)C=O. The product is CCCN(CCSc1ccc(OCC(=O)OCC)c(C)c1)C(=O)OC(C)(C)C. Reaction SMILES: [C:18](=[O:19])([O-:20])[O-:21].[C:24]([CH3:25])([CH3:26])([CH3:27])[O:28][C:29](=[O:30])[N:31]([CH2:32][CH2:33][O:34][S:35]([CH3:36])(=[O:37])=[O:38])[CH2:39][CH2:40][CH3:41].[CH2:1]([CH3:2])[O:3][C:4]([CH2:5][O:6][c:7]1[c:8]([CH3:14])[cH:9][c:10]([SH:13])[cH:11][cH:12]1)=[O:15].[Cs+:22].[Cs+:23].[N:16]#[N:17].[O:42]=[CH:43][N:44]([CH3:45])[CH3:46]>>[CH2:1]([CH3:2])[O:3][C:4]([CH2:5][O:6][c:7]1[c:8]([CH3:14])[cH:9][c:10]([S:13][CH2:33][CH2:32][N:31]([C:29]([O:28][C:24]([CH3:25])([CH3:26])[CH3:27])=[O:30])[CH2:39][CH2:40][CH3:41])[cH:11][cH:12]1)=[O:15]. Reactants: CN(C(=O)N1C=NC(=C1)CCCO[Si](C)(C)C)C (1-dimethylcarbamoyl-4-(3-trimethylsilyloxypropyl)-1H-imidazole), BrC1=CC=C(CBr)C=C1 (p-bromobenzyl bromide), C(C)#N (acetonitrile). Conditions: time 45 minute. Product: [NH4+].[OH-] (NH4OH), C(#N)C1=CC=C(C=C1)CN1C=NC=C1CCC=O (1-(p-Cyanophenylmethyl)-5-(2-formylethyl)-1H-imidazole). As a reaction SMILES: C[N:2](C)C([N:5]1[CH:9]=[C:8]([CH2:10][CH2:11][CH2:12][O:13][Si](C)(C)C)[N:7]=[CH:6]1)=[O:4].Br[C:20]1[CH:27]=[CH:26][C:23]([CH2:24]Br)=[CH:22][CH:21]=1.[C:28](#[N:30])C>>[NH4+:2].[OH-:4].[C:28]([C:20]1[CH:27]=[CH:26][C:23]([CH2:24][N:7]2[C:8]([CH2:10][CH2:11][CH:12]=[O:13])=[CH:9][N:5]=[CH:6]2)=[CH:22][CH:21]=1)#[N:30] |f:3.4|. Reported procedure: A solution of 11.2 g of 1-dimethylcarbamoyl-4-(3-trimethylsilyloxypropyl)-1H-imidazole and 12.49 g of p-bromobenzyl bromide in 110 ml of acetonitrile is refluxed for 24 h. The solution is cooled to 0° and ammonia gas is bubbled through the reaction mixture for 5 min. After reacting an additional 45 min at room temperature, the solvent is evaporated. The residue is taken up in 100 ml of 1N hydrochloric acid and extracted with 50 ml of ether. The aqueous phase is adjusted to pH 8 and extracted wit...